From a dataset of the Open Reaction Database (ORD), a public repository of structured organic reaction records. describe an organic reaction: reactants, conditions, products, and yield Starting materials: Cl (hydrochloric acid), COC1=C(C=CC2=CC=C(C=C2)CO)C=C(C=C1)C(C)(C)C (2'-methoxy-5'-tert-butylstilbene-4-methanol), ClCCl (dichloromethane). Solvent: O1CCOCC1 (1,4-dioxane). Reaction conditions: time 1 hour. The product is C(C)(C)(C)C=1C=CC(=C(C=CC2=CC=C(C=C2)CCl)C1)OC (5'-tert-butyl-4-chloromethyl-2'-methoxy-stilbene). Isolated yield 69.0%. RXN SMILES: [CH3:1][O:2][C:3]1[CH:18]=[CH:17][C:16]([C:19]([CH3:22])([CH3:21])[CH3:20])=[CH:15][C:4]=1[CH:5]=[CH:6][C:7]1[CH:12]=[CH:11][C:10]([CH2:13]O)=[CH:9][CH:8]=1.Cl.[Cl:24]CCl>O1CCOCC1>[C:19]([C:16]1[CH:17]=[CH:18][C:3]([O:2][CH3:1])=[C:4]([CH:15]=1)[CH:5]=[CH:6][C:7]1[CH:12]=[CH:11][C:10]([CH2:13][Cl:24])=[CH:9][CH:8]=1)([CH3:22])([CH3:21])[CH3:20]. Reported procedure: A solution of 2'-methoxy-5'-tert-butylstilbene-4-methanol (5.83 g, 19.7 mmol) in 1,4-dioxane (25 ml) was poured into concd. hydrochloric acid (120 ml). A colourless precipitate appeared immediately. The mixture was stirred for 1 h. Then dichloromethane (250 ml) was added. The organic layer was washed with water (500 ml), brine (250 ml), dried over anhydrous magnesium sulfate, filtered and concentrated vacuo. The residue was purified by column chromatography over silica (dichloromethane) and by r... The reactants are C1CCOC1, Cc1ncc(C=O)s1, CCN. The product is CCNCc1cnc(C)s1. Reaction SMILES: [CH2:12]1[O:13][CH2:14][CH2:15][CH2:16]1.[CH3:1][c:2]1[s:3][c:4]([CH:7]=[O:8])[cH:5][n:6]1.[CH3:9][CH2:10][NH2:11]>>[CH3:1][c:2]1[s:3][c:4]([CH2:7][NH:11][CH2:10][CH3:9])[cH:5][n:6]1.